From a dataset of the Open Reaction Database (ORD), a public repository of structured organic reaction records. describe an organic reaction: reactants, conditions, products, and yield Starting materials: CC1(C)C(C=C(Cl)Cl)C1C(=O)O, [Cl-], C=CC(O)c1cccc(Oc2ccccc2)c1, O, c1ccncc1, c1ccccc1. Yields the product C=CC(OC(=O)C1C(C=C(Cl)Cl)C1(C)C)c1cccc(Oc2ccccc2)c1. As a reaction SMILES: [CH3:25][C:26]1([CH3:36])[CH:27]([C:33](=[O:34])[OH:35])[CH:28]1[CH:29]=[C:30]([Cl:31])[Cl:32].[Cl-:24].[O:7]([c:8]1[cH:9][cH:10][cH:11][cH:12][cH:13]1)[c:14]1[cH:15][c:16]([CH:17]([CH:18]=[CH2:19])[OH:20])[cH:21][cH:22][cH:23]1.[OH2:43].[cH:1]1[cH:2][cH:3][n:4][cH:5][cH:6]1.[cH:37]1[cH:38][cH:39][cH:40][cH:41][cH:42]1>>[O:7]([c:8]1[cH:9][cH:10][cH:11][cH:12][cH:13]1)[c:14]1[cH:15][c:16]([CH:17]([CH:18]=[CH2:19])[O:20][C:33]([CH:27]2[C:26]([CH3:25])([CH3:36])[CH:28]2[CH:29]=[C:30]([Cl:31])[Cl:32])=[O:34])[cH:21][cH:22][cH:23]1. Starting materials: CCO, N#Cc1cccc(Oc2ccccc2[N+](=O)[O-])c1. The product is N#Cc1cccc(Oc2ccccc2N)c1. As a reaction SMILES: [CH3:19][CH2:20][OH:21].[N+:1]([O-:2])(=[O:3])[c:4]1[c:5]([O:6][c:7]2[cH:8][c:9]([C:10]#[N:11])[cH:12][cH:13][cH:14]2)[cH:15][cH:16][cH:17][cH:18]1>>[NH2:1][c:4]1[c:5]([O:6][c:7]2[cH:8][c:9]([C:10]#[N:11])[cH:12][cH:13][cH:14]2)[cH:15][cH:16][cH:17][cH:18]1. The reactants are Cl (hydrogen chloride), C(#N)C1=CC=C(C=C1)[C@@]1(N(C(N(C1=O)CC(=O)OC)=O)C)C (methyl (S)-(4-(4-cyanophenyl)-3,4-dimethyl-2,5-dioxoimidazolidin-1-yl)acetate), C(C)O (ethanol), nitrile. The product is Cl.C(C)OC(C1=CC=C(C=C1)[C@@]1(N(C(N(C1=O)CC(=O)OC)=O)C)C)=N (Methyl (S)-(4-(4-(ethoxy-imino-methyl)phenyl)-3,4-dimethyl-2,5-dioxo-imidazolidin-1-yl)acetate hydrochloride). Reaction SMILES: [C:1]([C:3]1[CH:8]=[CH:7][C:6]([C@@:9]2([CH3:22])[C:13](=[O:14])[N:12]([CH2:15][C:16]([O:18][CH3:19])=[O:17])[C:11](=[O:20])[N:10]2[CH3:21])=[CH:5][CH:4]=1)#[N:2].[ClH:23].[CH2:24]([OH:26])[CH3:25]>>[ClH:23].[CH2:24]([O:26][C:1](=[NH:2])[C:3]1[CH:4]=[CH:5][C:6]([C@@:9]2([CH3:22])[C:13](=[O:14])[N:12]([CH2:15][C:16]([O:18][CH3:19])=[O:17])[C:11](=[O:20])[N:10]2[CH3:21])=[CH:7][CH:8]=1)[CH3:25] |f:3.4|. Procedure details: A solution of 2.56 g of methyl (S)-(4-(4-cyanophenyl)-3,4-dimethyl-2,5-dioxoimidazolidin-1-yl)acetate (8.5 mmol) in 40 ml of absolute ethanol was cooled to 0° C. Dry hydrogen chloride gas was passed into the solution, the temperature always being kept below 10° C., until the nitrile band was no longer present in the IR spectrum. The ethanolic solution was concentrated to 20 ml and treated with 200 ml of diethyl ether. The suspension was concentrated and dried in a high vacuum. Product: N#CCOc1ccc(Br)cc1. The reactants are N#CCBr, Oc1ccc(Br)cc1, CC#N, [K+], [K+], O=C([O-])[O-], O. As a reaction SMILES: [Br:15][CH2:16][C:17]#[N:18].[Br:1][c:2]1[cH:3][cH:4][c:5]([OH:8])[cH:6][cH:7]1.[CH3:19][C:20]#[N:21].[K+:10].[K+:9].[O-:11][C:12]([O-:13])=[O:14].[OH2:22]>>[Br:1][c:2]1[cH:3][cH:4][c:5]([O:8][CH2:16][C:17]#[N:18])[cH:6][cH:7]1. Reactants: Cl (hydrochloric acid), O1CCCC1 (tetrahydrofuran), COC(=O)C1=NC(=C(N=C1)N1CCCCC1)C1=CC=C(C=C1)F (6-(4-fluoro-phenyl)-5-piperidin-1-yl-pyrazine-2-carboxylic acid methyl ester), [OH-].[Li+] (lithium hydroxide). Run in O (water). Run at time 8 hour. Yields the product FC1=CC=C(C=C1)C1=C(N=CC(=N1)C(=O)O)N1CCCCC1 (6-(4-fluoro-phenyl)-5-piperidin-1-yl-pyrazine-2-carboxylic acid). RXN SMILES: O1CCCC1.C[O:7][C:8]([C:10]1[CH:15]=[N:14][C:13]([N:16]2[CH2:21][CH2:20][CH2:19][CH2:18][CH2:17]2)=[C:12]([C:22]2[CH:27]=[CH:26][C:25]([F:28])=[CH:24][CH:23]=2)[N:11]=1)=[O:9].[OH-].[Li+].Cl>O>[F:28][C:25]1[CH:26]=[CH:27][C:22]([C:12]2[N:11]=[C:10]([C:8]([OH:9])=[O:7])[CH:15]=[N:14][C:13]=2[N:16]2[CH2:21][CH2:20][CH2:19][CH2:18][CH2:17]2)=[CH:23][CH:24]=1 |f:2.3|. Procedure details: To a tetrahydrofuran (5 ml) solution of 6-(4-fluoro-phenyl)-5-piperidin-1-yl-pyrazine-2-carboxylic acid methyl ester (0.48 g, 1.52 mmol, 1.0 eq) was added a solution of lithium hydroxide (1M, 1.52 ml, 1.52 mmol, 1.0 eq) in water. The mixture was stirred overnight at room temperature after which time the resulting solution was acidified with hydrochloric acid (pH˜5) and aqueous phase extracted with ethyl acetate (2×10 ml). The organic phase was dried over magnesium sulfate and concentrated in vac... Reaction SMILES: [C:58]([O-:59])(=[O:60])[CH3:61].[C:63]([O-:64])(=[O:65])[CH3:66].[CH3:29][O:30][c:31]1[cH:32][cH:33][c:34]([CH2:35][O:36][c:37]2[n:38][cH:39][cH:40][c:41]([CH3:44])[c:42]2[Br:43])[cH:45][cH:46]1.[CH3:52][CH2:53][O:54][C:55]([CH3:56])=[O:57].[CH3:9][C:10]1([CH3:11])[C:12]([CH3:13])([CH3:14])[O:15][B:16]([c:17]2[cH:18][c:19]3[cH:20][n:21][c:22]([NH2:27])[n:23][c:24]3[cH:25][cH:26]2)[O:28]1.[CH:47]([OH:48])([CH3:49])[CH3:50].[K+:6].[K+:7].[K+:8].[OH2:51].[P:1]([O-:2])([O-:3])([O-:4])=[O:5].[Pd+2:62]>>[c:17]1(-[c:42]2[c:37]([O:36][CH2:35][c:34]3[cH:33][cH:32][c:31]([O:30][CH3:29])[cH:46][cH:45]3)[n:38][cH:39][cH:40][c:41]2[CH3:44])[cH:18][c:19]2[cH:20][n:21][c:22]([NH2:27])[n:23][c:24]2[cH:25][cH:26]1. Yields the product COc1ccc(COc2nccc(C)c2-c2ccc3nc(N)ncc3c2)cc1. The reactants are CC(=O)[O-], CC(=O)[O-], COc1ccc(COc2nccc(C)c2Br)cc1, CCOC(C)=O, CC1(C)OB(c2ccc3nc(N)ncc3c2)OC1(C)C, CC(C)O, [K+], [K+], [K+], O, O=P([O-])([O-])[O-], [Pd+2]. The reactants are O=C([O-])O, CCCCO, O=c1[nH]c2ccccc2c(=O)n1CCCl, Cl, Cl, Fc1ccc(NC(c2ccc(F)cc2)C2CCNCC2)cc1, [I-], [K+], [Na+], O. The product is Cl, Cl, O=c1[nH]c2ccccc2c(=O)n1CCN1CCC(C(Nc2ccc(F)cc2)c2ccc(F)cc2)CC1. Reaction SMILES: [C:40](=[O:41])([OH:42])[O-:43].[CH2:48]([OH:49])[CH2:50][CH2:51][CH3:52].[Cl:25][CH2:26][CH2:27][n:28]1[c:29](=[O:39])[nH:30][c:31]2[cH:32][cH:33][cH:34][cH:35][c:36]2[c:37]1=[O:38].[ClH:2].[ClH:47].[F:3][c:4]1[cH:5][cH:6][c:7]([NH:10][CH:11]([CH:12]2[CH2:13][CH2:14][NH:15][CH2:16][CH2:17]2)[c:18]2[cH:19][cH:20][c:21]([F:24])[cH:22][cH:23]2)[cH:8][cH:9]1.[I-:46].[K+:45].[Na+:44].[OH2:1]>>[ClH:25].[ClH:2].[F:3][c:4]1[cH:5][cH:6][c:7]([NH:10][CH:11]([CH:12]2[CH2:13][CH2:14][N:15]([CH2:26][CH2:27][n:28]3[c:29](=[O:39])[nH:30][c:31]4[cH:32][cH:33][cH:34][cH:35][c:36]4[c:37]3=[O:38])[CH2:16][CH2:17]2)[c:18]2[cH:19][cH:20][c:21]([F:24])[cH:22][cH:23]2)[cH:8][cH:9]1. The reactants are CCOc1cc(C(O)c2ccc(OC)c(OCC)c2)ccc1OC, ClCCl, O=[Mn]=O. Product: CCOc1cc(C(=O)c2ccc(OC)c(OCC)c2)ccc1OC. Reaction SMILES: [CH2:1]([CH3:2])[O:3][c:4]1[cH:5][c:6]([CH:12]([OH:13])[c:14]2[cH:15][c:16]([O:22][CH2:23][CH3:24])[c:17]([O:20][CH3:21])[cH:18][cH:19]2)[cH:7][cH:8][c:9]1[O:10][CH3:11].[Cl:25][CH2:26][Cl:27].[O:28]=[Mn:29]=[O:30]>>[CH2:1]([CH3:2])[O:3][c:4]1[cH:5][c:6]([C:12](=[O:13])[c:14]2[cH:15][c:16]([O:22][CH2:23][CH3:24])[c:17]([O:20][CH3:21])[cH:18][cH:19]2)[cH:7][cH:8][c:9]1[O:10][CH3:11]. Starting materials: C1(=CC=CC=C1)C(OC1CCN(CC1)CCCNC=1C=CC=2N(N1)C=C(N2)C(C(=O)OCC)(C)C)C2=CC=CC=C2 (ethyl 2-[6-[3-[4-(diphenylmethoxy)piperidino]propylamino]imidazo[1,2-b]pyridazin-2-yl]-2-methylpropionate), C(CCC(=O)O)(=O)O (succinic acid). Run in C(C)O (ethanol). The product is C(CCC(=O)O)(=O)O.C(CCC(=O)O)(=O)O.C1(=CC=CC=C1)C(OC1CCN(CC1)CCCNC=1C=CC=2N(N1)C=C(N2)C(C(=O)OCC)(C)C)C2=CC=CC=C2 (Ethyl 2-[6-[3-[4-(Diphenylmethoxy)piperidino]propylamino]imidazo[1,2-b]pyridazin-2-yl]-2-methylpropionate Disuccinate). Isolated yield 96.6%. As a reaction SMILES: [C:1]1([CH:7]([C:36]2[CH:41]=[CH:40][CH:39]=[CH:38][CH:37]=2)[O:8][CH:9]2[CH2:14][CH2:13][N:12]([CH2:15][CH2:16][CH2:17][NH:18][C:19]3[CH:20]=[CH:21][C:22]4[N:23]([CH:25]=[C:26]([C:28]([CH3:35])([CH3:34])[C:29]([O:31][CH2:32][CH3:33])=[O:30])[N:27]=4)[N:24]=3)[CH2:11][CH2:10]2)[CH:6]=[CH:5][CH:4]=[CH:3][CH:2]=1.[C:42]([OH:49])(=[O:48])[CH2:43][CH2:44][C:45]([OH:47])=[O:46]>C(O)C>[C:42]([OH:49])(=[O:48])[CH2:43][CH2:44][C:45]([OH:47])=[O:46].[C:42]([OH:49])(=[O:48])[CH2:43][CH2:44][C:45]([OH:47])=[O:46].[C:36]1([CH:7]([C:1]2[CH:6]=[CH:5][CH:4]=[CH:3][CH:2]=2)[O:8][CH:9]2[CH2:10][CH2:11][N:12]([CH2:15][CH2:16][CH2:17][NH:18][C:19]3[CH:20]=[CH:21][C:22]4[N:23]([CH:25]=[C:26]([C:28]([CH3:35])([CH3:34])[C:29]([O:31][CH2:32][CH3:33])=[O:30])[N:27]=4)[N:24]=3)[CH2:13][CH2:14]2)[CH:41]=[CH:40][CH:39]=[CH:38][CH:37]=1 |f:3.4.5|. Procedure details: In 1 mL of ethanol, 0.278 g of the ethyl 2-[6-[3-[4-(diphenylmethoxy)piperidino]propylamino]imidazo[1,2-b]pyridazin-2-yl]-2-methylpropionate synthesized in Reference Example 2C is dissolved, and 0.118 g of succinic acid is added thereto and dissolved, followed by concentration under reduced pressure. To the residue was added 0.5 mL of tetrahydrofuran and the residue was dissolved. After the addition of 2 mL of ethyl acetate, crystals formed were collected by filtration, washed with ethyl acetate... Procedure: In analogy to examples 29.10 and 29.11, trans-Methansulfonic acid 5-(4-methyl amino-cyclohexyl)-pentyl ester.trifluoroacetic acid salt and 4-trifluoromethyl-phenyl chloroformate were reacted, followed by treatment with N-allylmethylamine to yield trans-{4-[5-(Allyl-methyl-amino)-pentyl]-cyclohexyl]-methyl-carbamic acid 4-trifluoromethyl-phenyl ester, MS: 441 (MH+). The product is FC(C1=CC=C(C=C1)OC(N(C)[C@@H]1CC[C@H](CC1)CCCCCN(C)CC=C)=O)(F)F (trans-{4-[5-(Allyl-methyl-amino)-pentyl]-cyclohexyl]-methyl-carbamic acid 4-trifluoromethyl-phenyl ester). Starting materials: CN[C@@H]1CC[C@H](CC1)CCCCCOS(=O)(=O)C (trans-Methansulfonic acid 5-(4-methyl amino-cyclohexyl)-pentyl ester), C(C=C)CN (N-allylmethylamine), FC(C(=O)O)(F)F (trifluoroacetic acid), ClC(=O)OC1=CC=C(C=C1)C(F)(F)F (4-trifluoromethyl-phenyl chloroformate). RXN SMILES: [CH3:1][NH:2][C@H:3]1[CH2:8][CH2:7][C@H:6]([CH2:9][CH2:10][CH2:11][CH2:12][CH2:13]OS(C)(=O)=O)[CH2:5][CH2:4]1.F[C:20](F)(F)C(O)=O.Cl[C:27]([O:29][C:30]1[CH:35]=[CH:34][C:33]([C:36]([F:39])([F:38])[F:37])=[CH:32][CH:31]=1)=[O:28].[CH2:40]([CH2:43][NH2:44])[CH:41]=C>>[F:37][C:36]([F:39])([F:38])[C:33]1[CH:34]=[CH:35][C:30]([O:29][C:27](=[O:28])[N:2]([C@H:3]2[CH2:4][CH2:5][C@H:6]([CH2:9][CH2:10][CH2:11][CH2:12][CH2:13][N:44]([CH2:43][CH:40]=[CH2:41])[CH3:20])[CH2:7][CH2:8]2)[CH3:1])=[CH:31][CH:32]=1.